This data is from the Open Reaction Database (ORD), a public repository of structured organic reaction records. The task is: describe an organic reaction: reactants, conditions, products, and yield Reactants: C(#N)[BH3-].[Na+] (sodium cyanoborohydride), C(C)OC(=O)CN1C(C(NC2=CC(=C(C=C12)N1C=C(C=C1)C=O)C(F)(F)F)=O)=O (1-(Ethoxycarbonylmethyl)-7-(3-formyl-1-pyrrolyl)-6-trifluoromethyl-2,3(1H,4H)-quinoxalinedione), C(C1=CC=CC=C1)N (benzylamine), C(C)(=O)O (acetic acid). The solvent is C(C)O (ethanol). Run at time 16 hour. The product is C(C1=CC=CC=C1)NCC1=CN(C=C1)C1=C(C=C2NC(C(N(C2=C1)CC(=O)OCC)=O)=O)C(F)(F)F (7-(3-Benzylaminomethyl-1-pyrrolyl)-1-(ethoxycarbonylmethyl)-6-trifluoromethyl-2,3(1H,4H)-quinoxalinedione). Isolated yield 59.9%. RXN SMILES: [CH2:1]([O:3][C:4]([CH2:6][N:7]1[C:16]2[C:11](=[CH:12][C:13]([C:24]([F:27])([F:26])[F:25])=[C:14]([N:17]3[CH:21]=[CH:20][C:19]([CH:22]=O)=[CH:18]3)[CH:15]=2)[NH:10][C:9](=[O:28])[C:8]1=[O:29])=[O:5])[CH3:2].[CH2:30]([NH2:37])[C:31]1[CH:36]=[CH:35][CH:34]=[CH:33][CH:32]=1.C(O)(=O)C.C([BH3-])#N.[Na+]>C(O)C>[CH2:30]([NH:37][CH2:22][C:19]1[CH:20]=[CH:21][N:17]([C:14]2[CH:15]=[C:16]3[C:11]([NH:10][C:9](=[O:28])[C:8](=[O:29])[N:7]3[CH2:6][C:4]([O:3][CH2:1][CH3:2])=[O:5])=[CH:12][C:13]=2[C:24]([F:25])([F:27])[F:26])[CH:18]=1)[C:31]1[CH:36]=[CH:35][CH:34]=[CH:33][CH:32]=1 |f:3.4|. Procedure details: 1.2 g (2.9 mmol) of the compound of Example 70, 0.31 g (2.9 mmol) of benzylamine and 0.2 ml (2.9 mmol) of acetic acid were dissolved in 50 ml of ethanol and, at room temperature, 0.18 g (2.9 mmol) of sodium cyanoborohydride was added a little at a time. The mixture was stirred for 16 h and then concentrated under reduced pressure, and the organic phase was dried and finally concentrated again under reduced pressure. The residue was purified by chromatography on silica gel (mobile phase: methylen...